This data is from the Open Reaction Database (ORD), a public repository of structured organic reaction records. The task is: describe an organic reaction: reactants, conditions, products, and yield The reactants are C1CC2=CC=CC3=C2N(C1)C=C3 (lilolidine), C(C(=O)Cl)(=O)Cl (oxalyl chloride), CO (methanol). The product is C1(=CN2CCCC3=CC=CC1=C23)C(C(=O)OC)=O (methyl 5,6-dihydro-4H-pyrrolo[3,2,1-ij]quinolin-1-yl-oxoacetate). As a reaction SMILES: [CH2:1]1[CH2:10][N:9]2[CH:11]=[CH:12][C:7]3=[C:8]2[C:3](=[CH:4][CH:5]=[CH:6]3)[CH2:2]1.[C:13](Cl)(=[O:17])[C:14](Cl)=[O:15].[CH3:19][OH:20]>>[C:12]1([C:13](=[O:17])[C:14]([O:20][CH3:19])=[O:15])[C:7]2=[C:8]3[C:3](=[CH:4][CH:5]=[CH:6]2)[CH2:2][CH2:1][CH2:10][N:9]3[CH:11]=1. Procedure details: In one aspect, Step 1 is the reaction of lilolidine with oxalyl chloride in an inert solvent and methanol to form compound C. In one aspect, the amount of oxalyl chloride used with respect to lilolidine is about 1.0 to about 1.2 equivalents. In another aspect, the amount of oxalyl chloride to lilolidine is about 1.05 equivalents. The reactants are CN(C)C=O, CCO, NCc1ccc(Cl)cc1, Fc1ccc2c(-c3ccc(OCC4CO4)cc3)noc2c1. The product is OC(CNCc1ccc(Cl)cc1)COc1ccc(-c2noc3cc(F)ccc23)cc1. RXN SMILES: [CH3:31][N:32]([CH3:33])[CH:34]=[O:35].[CH3:36][CH2:37][OH:38].[Cl:22][c:23]1[cH:24][cH:25][c:26]([CH2:27][NH2:28])[cH:29][cH:30]1.[F:1][c:2]1[cH:3][c:4]2[c:5]([c:6](-[c:9]3[cH:10][cH:11][c:12]([O:15][CH2:16][CH:17]4[O:18][CH2:19]4)[cH:13][cH:14]3)[n:7][o:8]2)[cH:20][cH:21]1>>[F:1][c:2]1[cH:3][c:4]2[c:5]([c:6](-[c:9]3[cH:10][cH:11][c:12]([O:15][CH2:16][CH:17]([OH:18])[CH2:19][NH:28][CH2:27][c:26]4[cH:25][cH:24][c:23]([Cl:22])[cH:30][cH:29]4)[cH:13][cH:14]3)[n:7][o:8]2)[cH:20][cH:21]1. Reactants: ice water, ClCC1=CC=CC=2N(C3=C(C=CC(=C3C12)C)C)S(=O)(=O)C1=CC=C(C=C1)C (4-chloromethyl-5,8-dimethyl-9-p-toluenesulfonylcarbazole), [C-]#N.[K+] (potassium cyanide), C1COCCOCCOCCOCCOCCO1 (18-crown-6). The solvent is C(C)#N (acetonitrile). Run at time 8 hour. Yields the product C(#N)CC1=CC=CC=2N(C3=C(C=CC(=C3C12)C)C)S(=O)(=O)C1=CC=C(C=C1)C (4-cyanomethyl-5,8-dimethyl-9-p-toluenesulfonylcarbazole). The yield is 99.0%. RXN SMILES: Cl[CH2:2][C:3]1[C:15]2[C:14]3[C:9](=[C:10]([CH3:17])[CH:11]=[CH:12][C:13]=3[CH3:16])[N:8]([S:18]([C:21]3[CH:26]=[CH:25][C:24]([CH3:27])=[CH:23][CH:22]=3)(=[O:20])=[O:19])[C:7]=2[CH:6]=[CH:5][CH:4]=1.[C-:28]#[N:29].[K+].C1OCCOCCOCCOCCOCCOC1>C(#N)C>[C:28]([CH2:2][C:3]1[C:15]2[C:14]3[C:9](=[C:10]([CH3:17])[CH:11]=[CH:12][C:13]=3[CH3:16])[N:8]([S:18]([C:21]3[CH:22]=[CH:23][C:24]([CH3:27])=[CH:25][CH:26]=3)(=[O:20])=[O:19])[C:7]=2[CH:6]=[CH:5][CH:4]=1)#[N:29] |f:1.2|. Reported procedure: A mixture of 5.39 g of 4-chloromethyl-5,8-dimethyl-9-p-toluenesulfonylcarbazole obtained in Example 1(3), 1.82 g of potassium cyanide and 1.79 g of 18-crown-6 in 80 ml of acetonitrile was stirred at room temperature overnight. The reaction solution was poured into ice water and extracted with ethyl acetate, and the organic layer was washed, in turn, with a saturated aqueous sodium bicarbonate solution and a saturated aqueous sodium chlorided solution and dried over anhydrous magnesium sulfate. E... Reactants: ClC1=CC=C(C2OC3=CC=C(C=C3C(C2)=S)Cl)C=C1 (4',6-dichlorothioflavanone), ClC1=CC=C(C2OC3=CC=C(C=C3C(C2)=O)Cl)C=C1 (4',6-dichloroflavanone). Yields the product ClC1=CC=C(C2SC3=CC=C(C=C3CC2)Cl)C=C1 (4',6-dichlorothioflavan). RXN SMILES: ClC1C=CC(C2CC(=[S:16])C3C(=CC=C(Cl)C=3)O2)=CC=1.[Cl:20][C:21]1[CH:38]=[CH:37][C:24]([CH:25]2[CH2:34][C:33](=O)[C:32]3[C:27](=[CH:28][CH:29]=[C:30]([Cl:36])[CH:31]=3)O2)=[CH:23][CH:22]=1>>[Cl:20][C:21]1[CH:38]=[CH:37][C:24]([CH:25]2[CH2:34][CH2:33][C:32]3[C:27](=[CH:28][CH:29]=[C:30]([Cl:36])[CH:31]=3)[S:16]2)=[CH:23][CH:22]=1. Procedure details: 4',6-dichlorothioflavanone, (m.pt. 125°-127°), was prepared from 4',6-dichloroflavanone by a method exactly analogous to that used in Example 1(c). Starting materials: NCC1=CC=C(C(=O)O)C=C1 (4-aminomethyl-benzoic acid), C(=O)([O-])[O-].[Na+].[Na+] (Na2CO3), Cl (HCl), C1=CC=CC=2C3=CC=CC=C3C(C12)COC(=O)C1C(=O)N(C(C1)=O)O (9-fluorenylmethyloxycarbonyl-N-hydroxysuccinimide). Solvent: O1CCOCC1 (dioxane). Conditions: temperature 40 celsius. Yields the product C1=CC=CC=2C3=CC=CC=C3C(C12)COC(=O)NCC1=CC=C(C(=O)O)C=C1 (4-[(9H-Fluoren-9-ylmethoxycarbonylamino)-methyl]-benzoic acid). Yield: 99.0%. RXN SMILES: [NH2:1][CH2:2][C:3]1[CH:11]=[CH:10][C:6]([C:7]([OH:9])=[O:8])=[CH:5][CH:4]=1.C([O-])([O-])=O.[Na+].[Na+].[CH:18]1[C:30]2[CH:29]([CH2:31][O:32][C:33](C3CC(=O)N(O)C3=O)=[O:34])[C:28]3[C:23](=[CH:24][CH:25]=[CH:26][CH:27]=3)[C:22]=2[CH:21]=[CH:20][CH:19]=1.Cl>O1CCOCC1>[CH:18]1[C:30]2[CH:29]([CH2:31][O:32][C:33]([NH:1][CH2:2][C:3]3[CH:4]=[CH:5][C:6]([C:7]([OH:9])=[O:8])=[CH:10][CH:11]=3)=[O:34])[C:28]3[C:23](=[CH:24][CH:25]=[CH:26][CH:27]=3)[C:22]=2[CH:21]=[CH:20][CH:19]=1 |f:1.2.3|. Procedure details: To 4-aminomethyl-benzoic acid (10.6 g, 70.1 mmol) in dioxane (130 mL) was added 9% aqueous Na2CO3 (150 mL) followed by 9-fluorenylmethyloxycarbonyl-N-hydroxysuccinimide (26 g, 77 mmol). The solution was heated to 40° C. for 12 h and then cooled to room temperature. The reaction was acidified with 1 M HCl (500 mL), and extracted with ether (300 mL) to obtain acid S23 as a fluffy white solid (25.9 g, 69.4 mmol, 99%). 1H NMR (500 MHz, d6-DMSO): δ 12.85 (broad s, 1H), 7.90 (m, 4H), 7.70 (m, 2H), 7.3... Reaction SMILES: [CH3:1][CH:2]1[CH2:6][S:5][CH2:4][CH:3]1[CH2:7][N:8]1[C:16](=[O:17])[C:15]2[C:10](=[CH:11][CH:12]=[CH:13][CH:14]=2)[C:9]1=[O:18].C1C(=O)N([Br:26])C(=O)C1.CC(N=NC(C#N)(C)C)(C#N)C>C(Cl)(Cl)(Cl)Cl>[Br:26][CH2:1][C:2]1[C:3]([CH2:7][N:8]2[C:16](=[O:17])[C:15]3[C:10](=[CH:11][CH:12]=[CH:13][CH:14]=3)[C:9]2=[O:18])=[CH:4][S:5][CH:6]=1. Isolated yield 53.3%. Run in C(Cl)(Cl)(Cl)Cl (CCl4). Conditions: temperature 85 celsius. Procedure: 2-(4-Methyl-tetrahydro-thiophen-3-ylmethyl)-isoindole-1,3-dione (410.0 mg, 1.59 mmol) and NBS (312.0 mg, 1.75 mmol) were dissolved in CCl4 (8.0 mL). AIBN (100 mg) was added in one portion. The mixture was heated at 85° C. under N2 for 90 min. After cooling down, the mixture was passed through a short silica gel column (4×10 cm), eluted with CH2Cl2. The solution obtained was concentrated and the residue was recrystallized from EtOAc/Hexanes (5/1) to give 2-(4-Bromomethyl-thiophen-3-ylmethyl)-isoi... The reactants are CC1C(CSC1)CN1C(C2=CC=CC=C2C1=O)=O (2-(4-Methyl-tetrahydro-thiophen-3-ylmethyl)-isoindole-1,3-dione), C1CC(=O)N(C1=O)Br (NBS), CC(C)(C#N)N=NC(C)(C)C#N (AIBN). Product: BrCC=1C(=CSC1)CN1C(C2=CC=CC=C2C1=O)=O (2-(4-Bromomethyl-thiophen-3-ylmethyl)-isoindole-1,3-dione). The reactants are ClC1=NC2=CC=C(C=C2N=C1N(C(C)C)C)C(=O)OC (methyl 2-chloro-3-[methyl(propan-2-yl)amino]quinoxaline-6-carboxylate), CC=1NC2=CC=C(C=C2C1)B1OC(C(O1)(C)C)(C)C (2-methyl-5-(4,4,5,5-tetramethyl-1,3,2-dioxaborolan-2-yl)-1H-indole), C([O-])([O-])=O.[K+].[K+] (potassium carbonate). Reagents/catalysts: C=1C=CC(=CC1)[P](C=2C=CC=CC2)(C=3C=CC=CC3)[Pd]([P](C=4C=CC=CC4)(C=5C=CC=CC5)C=6C=CC=CC6)([P](C=7C=CC=CC7)(C=8C=CC=CC8)C=9C=CC=CC9)[P](C=1C=CC=CC1)(C=1C=CC=CC1)C=1C=CC=CC1 (Pd(PPh3)4). The solvent is O (water), COCCOC (DME), O (water). Reaction conditions: temperature 90 celsius, time 1 hour. Yields the product CN(C=1C(=NC2=CC=C(C=C2N1)C(=O)OC)C=1C=C2C=C(NC2=CC1)C)C(C)C (methyl 3-[methyl(propan-2-yl)amino]-2-(2-methyl-1H-indol-5-yl)quinoxaline-6-carboxylate). The yield is 58.6%. As a reaction SMILES: Cl[C:2]1[C:11]([N:12]([CH3:16])[CH:13]([CH3:15])[CH3:14])=[N:10][C:9]2[C:4](=[CH:5][CH:6]=[C:7]([C:17]([O:19][CH3:20])=[O:18])[CH:8]=2)[N:3]=1.[CH3:21][C:22]1[NH:23][C:24]2[C:29]([CH:30]=1)=[CH:28][C:27](B1OC(C)(C)C(C)(C)O1)=[CH:26][CH:25]=2.C(=O)([O-])[O-].[K+].[K+]>COCCOC.O.C1C=CC([P]([Pd]([P](C2C=CC=CC=2)(C2C=CC=CC=2)C2C=CC=CC=2)([P](C2C=CC=CC=2)(C2C=CC=CC=2)C2C=CC=CC=2)[P](C2C=CC=CC=2)(C2C=CC=CC=2)C2C=CC=CC=2)(C2C=CC=CC=2)C2C=CC=CC=2)=CC=1>[CH3:16][N:12]([CH:13]([CH3:15])[CH3:14])[C:11]1[C:2]([C:27]2[CH:28]=[C:29]3[C:24](=[CH:25][CH:26]=2)[NH:23][C:22]([CH3:21])=[CH:30]3)=[N:3][C:4]2[C:9]([N:10]=1)=[CH:8][C:7]([C:17]([O:19][CH3:20])=[O:18])=[CH:6][CH:5]=2 |f:2.3.4,^1:56,58,77,96|. Reported procedure: To a solution of methyl 2-chloro-3-[methyl(propan-2-yl)amino]quinoxaline-6-carboxylate (850 mg, 2.90 mmol) in DME (20 ml) was added 2-methyl-5-(4,4,5,5-tetramethyl-1,3,2-dioxaborolan-2-yl)-1H-indole (1.4 g, 5.44 mmol), potassium carbonate (751 mg, 5.43 mmol), Pd(PPh3)4 (157 mg, 0.14 mmol) and water (5 ml) under an inert atmosphere of nitrogen. The resulting solution was stirred for 1 h at 90° C. and then diluted with water (300 ml), extracted with ethyl acetate (3×100 ml), and the organic layers...